Dataset: the Open Reaction Database (ORD), a public repository of structured organic reaction records. Task: describe an organic reaction: reactants, conditions, products, and yield Reactants: O (water), C(C)(=O)O (acetic acid), C1(=CC=CC=C1)C=1N=C(NC1C1=CC=CC=C1)SC(C(F)F)(F)F (4,5-diphenyl-2-(1,1,2,2-tetrafluoroethylthio)imidazole), ClC(=O)OCC (ethyl chloroformate), ClC(=O)OCC (ethyl chloroformate). Solvent: N1=CC=CC=C1 (pyridine). Run at time 8 hour. The product is C1(=CC=CC=C1)C=1N=C(N(C1C1=CC=CC=C1)C(=O)OCC)SC(C(F)F)(F)F (4,5-Diphenyl-1-ethoxycarbonyl-2-(1,1,2,2-tetrafluoroethylthio)imidazole). Reaction SMILES: [C:1]1([C:7]2[N:8]=[C:9]([S:18][C:19]([F:24])([F:23])[CH:20]([F:22])[F:21])[NH:10][C:11]=2[C:12]2[CH:17]=[CH:16][CH:15]=[CH:14][CH:13]=2)[CH:6]=[CH:5][CH:4]=[CH:3][CH:2]=1.Cl[C:26]([O:28][CH2:29][CH3:30])=[O:27].O.C(O)(=O)C>N1C=CC=CC=1>[C:12]1([C:11]2[N:10]=[C:9]([S:18][C:19]([F:23])([F:24])[CH:20]([F:22])[F:21])[N:8]([C:26]([O:28][CH2:29][CH3:30])=[O:27])[C:7]=2[C:1]2[CH:2]=[CH:3][CH:4]=[CH:5][CH:6]=2)[CH:17]=[CH:16][CH:15]=[CH:14][CH:13]=1. Reported procedure: A mixture of 1.76 g (5 mmole) 4,5-diphenyl-2-(1,1,2,2-tetrafluoroethylthio)imidazole, 1.1 g (10 mmole) of ethyl chloroformate in 10 ml pyridine was stirred at RT overnight. TLC showed some starting material, so another 0.6 g (5 mmole) of ethyl chloroformate was added and stirring was continued another 24 hours. The mixture was poured into water, neutralized with acetic acid and extracted three times with ether. The ether extracts were backwashed three times with water, then dried and concentrate... The product is [Na+].C(C)(=O)NC=1C=C(C=CC1)S(=O)(=O)[O-] (3-acetylaminobenzenesulfonic acid sodium salt). Procedure: Metanilic acid (3-aminobenzenesulfonic acid) in an amount of 37.5 parts, and 18.7 parts of sodium acetate are charged into the kneader and the procedure described and 32 parts of acetic anhydride are added to the reaction mixture. The powdery reaction mass is mixed for one hour and then dried at 85° C. in a stream of air to give a 95% yield of 3-acetylaminobenzenesulfonic acid sodium salt. Liquid chromatography and titration analysis indicated a purity of greater than 97% and the presence of abo... Reactants: C1=CC(=CC(=C1)S(=O)(=O)O)N (Metanilic acid), 37.5, C(C)(=O)[O-].[Na+] (sodium acetate), C(C)(=O)OC(C)=O (acetic anhydride). The yield is 95.0%. Reaction SMILES: [CH:1]1[CH:6]=[C:5]([S:7]([OH:10])(=[O:9])=[O:8])[CH:4]=[C:3]([NH2:11])[CH:2]=1.[C:12]([O-])(=[O:14])[CH3:13].[Na+:16].C(OC(=O)C)(=O)C>>[Na+:16].[C:12]([NH:11][C:3]1[CH:4]=[C:5]([S:7]([O-:10])(=[O:8])=[O:9])[CH:6]=[CH:1][CH:2]=1)(=[O:14])[CH3:13] |f:1.2,4.5|. Starting materials: CCC(C(=O)[O-])N1C(=O)C2(COc3cc4c(cc32)CCO4)c2c(Br)cccc21, CCC(C(=O)[O-])N1C(=O)C2(COc3cc4c(cc32)OCO4)c2ccccc21. Product: O=C(O)CN1C(=O)C2(COc3cc4c(cc32)CCO4)c2c(Br)cccc21. RXN SMILES: [CH2:1]([CH3:2])[CH:3]([C:4](=[O:5])[O-:6])[N:7]1[C:8](=[O:28])[C:9]2([c:10]3[c:11]([cH:14][c:15]4[c:19]([cH:20]3)[CH2:18][CH2:17][O:16]4)[O:12][CH2:13]2)[c:21]2[c:22]([Br:27])[cH:23][cH:24][cH:25][c:26]21.[CH2:29]([CH:30]([N:31]1[c:32]2[c:33]([cH:34][cH:35][cH:36][cH:37]2)[C:38]2([c:39]3[cH:40][c:41]4[c:45]([cH:46][c:47]3[O:48][CH2:49]2)[O:44][CH2:43][O:42]4)[C:50]1=[O:51])[C:52]([O-:53])=[O:54])[CH3:55]>>[CH2:3]([C:4](=[O:5])[OH:6])[N:7]1[C:8](=[O:28])[C:9]2([c:10]3[c:11]([cH:14][c:15]4[c:19]([cH:20]3)[CH2:18][CH2:17][O:16]4)[O:12][CH2:13]2)[c:21]2[c:22]([Br:27])[cH:23][cH:24][cH:25][c:26]21. Reactants: S([O-])(O)=O.[Na+] (sodium bisulfite), BrN1C(=O)N(C(=O)C1(C)C)Br (1,3-dibromo-5,5-dimethylhydantoin), C(C)(C)C1=CC=C(C=C1)C(F)(F)F (4-isopropyl-1-(trifluoromethyl)benzene), FC(S(=O)(=O)O)(F)F (trifluoromethanesulfonic acid), C([O-])(O)=O.[Na+] (sodium bicarbonate). Solvent: ClCCl (dichloromethane). Run at time 3 hour. Product: BrC1=C(C=CC(=C1)C(F)(F)F)C(C)C (2-Bromo-1-isopropyl-4-(trifluoromethyl)benzene). RXN SMILES: [Br:1]N1C(C)(C)C(=O)N(Br)C1=O.[CH:12]([C:15]1[CH:20]=[CH:19][C:18]([C:21]([F:24])([F:23])[F:22])=[CH:17][CH:16]=1)([CH3:14])[CH3:13].FC(F)(F)S(O)(=O)=O.S(=O)(O)[O-].[Na+].C(=O)(O)[O-].[Na+]>ClCCl>[Br:1][C:20]1[CH:19]=[C:18]([C:21]([F:22])([F:23])[F:24])[CH:17]=[CH:16][C:15]=1[CH:12]([CH3:14])[CH3:13] |f:3.4,5.6|. Procedure: Using the general conditions described by H. Eguchi, H. Kawaguchi, S. Yoshinaga, A. Nishida, T. Nishiguchi, and S. Fujisaki (Bull. Chem. Soc. Jpn.., 1994, 67, 1918-1921), 1,3-dibromo-5,5-dimethylhydantoin (454 mg, 3.18 mmol) was added in one portion to a solution of 4-isopropyl-1-(trifluoromethyl)benzene (500 mg, 2.65 mmol) and trifluoromethanesulfonic acid (0.281 mL, 3.18 mmol) in dichloromethane (5.0 mL). The mixture was stirred in the dark at RT for 3 h. Saturated aqueous sodium bisulfite was... The reactants are O=C(O)CCc1conc1-c1ccc(F)c(Br)c1, CO, O=S(=O)(O)O. Yields the product COC(=O)CCc1conc1-c1ccc(F)c(Br)c1. Reaction SMILES: [Br:1][c:2]1[cH:3][c:4](-[c:9]2[n:10][o:11][cH:12][c:13]2[CH2:14][CH2:15][C:16](=[O:17])[OH:18])[cH:5][cH:6][c:7]1[F:8].[CH3:24][OH:25].[S:19](=[O:20])(=[O:21])([OH:22])[OH:23]>>[Br:1][c:2]1[cH:3][c:4](-[c:9]2[n:10][o:11][cH:12][c:13]2[CH2:14][CH2:15][C:16](=[O:17])[O:18][CH3:24])[cH:5][cH:6][c:7]1[F:8].